From a dataset of the Open Reaction Database (ORD), a public repository of structured organic reaction records. describe an organic reaction: reactants, conditions, products, and yield The solvent is C(Cl)Cl (CH2Cl2). Reported procedure: To a suspension of mercuric acetate in acetic acid is added compound 1-4 from Step D and the resulting reaction mixture is stirred at room temperature for 2-3 h. The mixture is then diluted with CH2Cl2, washed with water, saturated aqueous sodium bicarbonate and 5% KCN solution. The organic layer is dried over anhydrous sodium sulfate, filtered, and evaporated. The residue is purified on a silica gel column using a mixture of cyclohexane and ethyl acetate as eluent. The appropriate fractions are... Reaction conditions: time 2.5 hour. Reactants: mercuric acetate, C(C)(=O)O (acetic acid), ClC1=C(CO[C@@H]2C(SCC3=CC=CC=C3)S[C@@H]([C@H]2OCC2=C(C=C(C=C2)Cl)Cl)COCC2=C(C=C(C=C2)Cl)Cl)C=CC(=C1)Cl (Benzyl 2,3,5-tri-O-(2,4-dichlorobenzyl)-1,4-dithio-D-arabinofuranoside). RXN SMILES: [Cl:1][C:2]1[CH:43]=[C:42]([Cl:44])[CH:41]=[CH:40][C:3]=1[CH2:4][O:5][C@H:6]1[C@H:18]([O:19][CH2:20][C:21]2[CH:26]=[CH:25][C:24]([Cl:27])=[CH:23][C:22]=2[Cl:28])[C@@H:17]([CH2:29][O:30][CH2:31][C:32]2[CH:37]=[CH:36][C:35]([Cl:38])=[CH:34][C:33]=2[Cl:39])[S:16][CH:7]1SCC1C=CC=CC=1.[C:45]([OH:48])(=[O:47])[CH3:46]>C(Cl)Cl>[Cl:1][C:2]1[CH:43]=[C:42]([Cl:44])[CH:41]=[CH:40][C:3]=1[CH2:4][O:5][C@H:6]1[C@H:18]([O:19][CH2:20][C:21]2[CH:26]=[CH:25][C:24]([Cl:27])=[CH:23][C:22]=2[Cl:28])[C@@H:17]([CH2:29][O:30][CH2:31][C:32]2[CH:37]=[CH:36][C:35]([Cl:38])=[CH:34][C:33]=2[Cl:39])[S:16][CH:7]1[O:47][C:45](=[O:48])[CH3:46]. The product is ClC1=C(CO[C@@H]2C(OC(C)=O)S[C@@H]([C@H]2OCC2=C(C=C(C=C2)Cl)Cl)COCC2=C(C=C(C=C2)Cl)Cl)C=CC(=C1)Cl (2,3,5-Tri-O-(2,4-dichlorobenzyl)-1-O-acetyl-4-thio-D-arabinofuranose). Reactants: FC1=CC=C(C=C1)N1N=CC2=CC(=CC=C12)C(C1=CC=C(C(=O)O)C=C1)O (4-((1-(4-fluorophenyl)-1H-indazol-5-yl)(hydroxy)methyl)benzoic acid), C(C1=CC=CC=C1)O/C(=C/C)/O[Si](C)(C)C ((Z)-(1-(benzyloxy)prop-1-enyloxy)trimethylsilane). Reagents/catalysts: Cl[Ti](Cl)(Cl)Cl (TiCl4). Run in C(Cl)Cl (DCM). Run at time 3 hour. The product is C(C1=CC=CC=C1)OC(C(C(C=1C=C2C=NN(C2=CC1)C1=CC=C(C=C1)F)C1=CC=C(C(=O)O)C=C1)C)=O (4-(3-(benzyloxy)-1-(1-(4-fluorophenyl)-1H-indazol-5-yl)-2-methyl-3-oxopropyl)benzoic acid). The yield is 55.1%. RXN SMILES: [F:1][C:2]1[CH:7]=[CH:6][C:5]([N:8]2[C:16]3[C:11](=[CH:12][C:13]([CH:17](O)[C:18]4[CH:26]=[CH:25][C:21]([C:22]([OH:24])=[O:23])=[CH:20][CH:19]=4)=[CH:14][CH:15]=3)[CH:10]=[N:9]2)=[CH:4][CH:3]=1.[CH2:28]([O:35]/[C:36](/[O:39][Si](C)(C)C)=[CH:37]/[CH3:38])[C:29]1[CH:34]=[CH:33][CH:32]=[CH:31][CH:30]=1>C(Cl)Cl.Cl[Ti](Cl)(Cl)Cl>[CH2:28]([O:35][C:36](=[O:39])[CH:37]([CH3:38])[CH:17]([C:18]1[CH:26]=[CH:25][C:21]([C:22]([OH:24])=[O:23])=[CH:20][CH:19]=1)[C:13]1[CH:12]=[C:11]2[C:16](=[CH:15][CH:14]=1)[N:8]([C:5]1[CH:6]=[CH:7][C:2]([F:1])=[CH:3][CH:4]=1)[N:9]=[CH:10]2)[C:29]1[CH:34]=[CH:33][CH:32]=[CH:31][CH:30]=1. Reported procedure: To a solution of 4-((1-(4-fluorophenyl)-1H-indazol-5-yl)(hydroxy)methyl)benzoic acid (180 mg, 0.5 mmol) and (Z)-(1-(benzyloxy)prop-1-enyloxy)trimethylsilane (10.0 mmol, prepared using General Silyl Ketene Acetal Method A) in 10 mL of dry DCM was added TiCl4 (1.0 mL of 1.0 M DCM solution, 1.0 mmol) and then stirred 3 h. The reaction was quenched with MeOH, poured into aqueous sodium bicarbonate and extracted 2×EtOAc. The organic layers were dried over MgSO4, filtered, and concentrated. MPLC purif... Reactants: N1CCCC1 (pyrrolidine), CC1=C(CC=C1)C(C)(C)C (methyl-t-butyl-cyclopentadiene), CC(=O)C (acetone), C(C)O (ethanol). Run in CO (methanol), CO (methanol). Reaction conditions: temperature -78 celsius. Product: C(C)(C)(C)C1=C(C(=C(C1=C)C)C)C (t-butyl-trimethyl-fulvene). RXN SMILES: [CH3:1][C:2]1[CH:6]=[CH:5][CH2:4][C:3]=1[C:7]([CH3:10])([CH3:9])[CH3:8].[CH3:11]C(C)=O.N1CCCC1.[CH2:20](O)[CH3:21]>CO>[C:7]([C:3]1[C:2](=[CH2:1])[C:6]([CH3:11])=[C:5]([CH3:4])[C:20]=1[CH3:21])([CH3:8])([CH3:9])[CH3:10]. Procedure: In a 500 ml flask is placed 12.60 g of the product obtained in step B and dissolved in 40 ml of methanol. The mixture is cooled down to −78° C. 2.15 g acetone in 10 ml of ethanol is added slowly. In the next step 4 g of pyrrolidine in 10 ml of methanol is added. After six hours the reaction is terminated by addition of 10 ml of acetic acid. After separation of organic phase, drying, evaporation of solvents and distillation an orange oil is obtained (8.95 g). Starting materials: C(C1=CC=CC=C1)C1=C(OC2=CC(=CC=C2C1=O)Cl)C(C(C)C)NCCNC(C1=CC=C(C=C1)C)=O (N-{2-[1-(3-benzyl-7-chloro-4-oxo-4H-chromen-2-yl)-2-methyl-propylamino]-ethyl}-4-methyl-benzamide), P(=O)(Cl)(Cl)Cl (phosphorus oxychloride), C1(=CC=CC=C1)C (toluene). Conditions: temperature 85 celsius. Product: C(C1=CC=CC=C1)C1=C(OC2=CC(=CC=C2C1=O)Cl)C(C(C)C)N1C(=NCC1)C1=CC=C(C=C1)C (3-Benzyl-7-chloro-2-[2-methyl-1-(2-p-tolyl-4,5-dihydro-imidazol-1-yl)-propyl]-chromen-4-one). The yield is 50.0%. Reaction SMILES: C([C:8]1[C:17](=[O:18])[C:16]2[C:11](=[CH:12][C:13]([Cl:19])=[CH:14][CH:15]=2)[O:10][C:9]=1[CH:20]([NH:24][CH2:25][CH2:26][NH:27][C:28](=O)[C:29]1[CH:34]=[CH:33][C:32]([CH3:35])=[CH:31][CH:30]=1)[CH:21]([CH3:23])[CH3:22])C1C=CC=CC=1.P(Cl)(Cl)(Cl)=O.[C:42]1([CH3:48])[CH:47]=[CH:46][CH:45]=[CH:44][CH:43]=1>>[CH2:48]([C:8]1[C:17](=[O:18])[C:16]2[C:11](=[CH:12][C:13]([Cl:19])=[CH:14][CH:15]=2)[O:10][C:9]=1[CH:20]([N:24]1[CH2:25][CH2:26][N:27]=[C:28]1[C:29]1[CH:34]=[CH:33][C:32]([CH3:35])=[CH:31][CH:30]=1)[CH:21]([CH3:23])[CH3:22])[C:42]1[CH:47]=[CH:46][CH:45]=[CH:44][CH:43]=1. Procedure: A mixture of N-{2-[1-(3-benzyl-7-chloro-4-oxo-4H-chromen-2-yl)-2-methyl-propylamino]-ethyl}-4-methyl-benzamide (2.8 g, 5.5 mmol) and phosphorus oxychloride (9.4 mL, 100 mmol) in toluene (60 mL) was heated at 85° C. for 7 hours, then heated at reflux for 1 hour. The reaction was concentrated and the residual phosphorus oxychloride removed by toluene azeotrope. The residue was diluted with ethyl acetate (100 mL) and washed with saturated sodium bicarbonate (100 mL) and brine (100 mL), dried over m...